Dataset: the Open Reaction Database (ORD), a public repository of structured organic reaction records. Task: describe an organic reaction: reactants, conditions, products, and yield Reactants: C1(=CC=CC=C1)S(=O)(=O)CC1=CC=C(C(=C1C(=O)OCC)O)Br (ethyl 6-(benzenesulphonylmethyl)-3-bromo-2-hydroxybenzoate), C1(=CC=CC=C1)S(=O)(=O)CC1=CC=C(C(=C1C(=O)OCC)O)Br (ethyl 6-(benzenesulphonylmethyl)-3-bromo-2-hydroxybenzoate), O1C=C(C=C1)B(O)O (furan-3-yl boronic acid), O.[F-].[K+] (potassium fluoride monohydrate), [Br-].[Na+] (sodium bromide). The reagents and catalysts are [Pd].C1(=CC=CC=C1)P(C1=CC=CC=C1)C1=CC=CC=C1.C1(=CC=CC=C1)P(C1=CC=CC=C1)C1=CC=CC=C1.C1(=CC=CC=C1)P(C1=CC=CC=C1)C1=CC=CC=C1.C1(=CC=CC=C1)P(C1=CC=CC=C1)C1=CC=CC=C1 (tetrakis-(triphenylphosphine) palladium). Run in FC(C1=CC=CC=C1)(F)F (α,α,α-trifluorotoluene), O1CCOCC1 (dioxane). Run at temperature 175 celsius. Product: C1(=CC=CC=C1)S(=O)(=O)CC1=CC=C(C(=C1C(=O)OCC)O)C1=COC=C1 (ethyl 6-benzenesulphonylmethyl-3-(furan-3-yl)-2-hydroxybenzoate). Isolated yield 66.2%. As a reaction SMILES: [C:1]1([S:7]([CH2:10][C:11]2[C:16]([C:17]([O:19][CH2:20][CH3:21])=[O:18])=[C:15]([OH:22])[C:14](Br)=[CH:13][CH:12]=2)(=[O:9])=[O:8])[CH:6]=[CH:5][CH:4]=[CH:3][CH:2]=1.[O:24]1[CH:28]=[CH:27][C:26](B(O)O)=[CH:25]1.O.[F-].[K+].[Br-].[Na+]>FC(F)(F)C1C=CC=CC=1.O1CCOCC1.[Pd].C1(P(C2C=CC=CC=2)C2C=CC=CC=2)C=CC=CC=1.C1(P(C2C=CC=CC=2)C2C=CC=CC=2)C=CC=CC=1.C1(P(C2C=CC=CC=2)C2C=CC=CC=2)C=CC=CC=1.C1(P(C2C=CC=CC=2)C2C=CC=CC=2)C=CC=CC=1>[C:1]1([S:7]([CH2:10][C:11]2[C:16]([C:17]([O:19][CH2:20][CH3:21])=[O:18])=[C:15]([OH:22])[C:14]([C:26]3[CH:27]=[CH:28][O:24][CH:25]=3)=[CH:13][CH:12]=2)(=[O:9])=[O:8])[CH:6]=[CH:5][CH:4]=[CH:3][CH:2]=1 |f:2.3.4,5.6,9.10.11.12.13|. Procedure: A mixture of ethyl 6-(benzenesulphonylmethyl)-3-bromo-2-hydroxybenzoate (Intermediate 52, 0.39 g), furan-3-yl boronic acid (0.16 g), potassium fluoride monohydrate (0.45 g), tetrakis-(triphenylphosphine) palladium (0.11 g), and sodium bromide (0.15 g) in α,α,α-trifluorotoluene (10 ml) and dioxane (2 ml) was degassed and heated in the microwave at 175° C. for 30 minutes. After cooling, the mixture was partitioned between ethyl acetate and water. The aqueous layer was further extracted with ethyl ... Reactants: 1(ii), C(C)(C)C1=C(C(=CC=C1)CCl)NC(CC1C2=CC=CC=C2OC=2C=CC=CC12)=O (N-(2-isopropyl-6-chloromethylphenyl)-2-(9H-xanthen-9-yl)acetamide), C(CO)O (ethylene glycol). Product: C(C)(C)C1=C(C(=CC=C1)COCCO)NC(CC1C2=CC=CC=C2OC=2C=CC=CC12)=O (N-[2-Isopropyl-6-(2-hydroxyethyl)oxymethylphenyl]-2-(9H-xanthen-9-yl)acetamide). Yield: 52.0%. As a reaction SMILES: [CH:1]([C:4]1[CH:9]=[CH:8][CH:7]=[C:6]([CH2:10]Cl)[C:5]=1[NH:12][C:13](=[O:29])[CH2:14][CH:15]1[C:28]2[CH:27]=[CH:26][CH:25]=[CH:24][C:23]=2[O:22][C:21]2[C:16]1=[CH:17][CH:18]=[CH:19][CH:20]=2)([CH3:3])[CH3:2].[CH2:30]([OH:33])[CH2:31][OH:32]>>[CH:1]([C:4]1[CH:9]=[CH:8][CH:7]=[C:6]([CH2:10][O:32][CH2:31][CH2:30][OH:33])[C:5]=1[NH:12][C:13](=[O:29])[CH2:14][CH:15]1[C:28]2[CH:27]=[CH:26][CH:25]=[CH:24][C:23]=2[O:22][C:21]2[C:16]1=[CH:17][CH:18]=[CH:19][CH:20]=2)([CH3:3])[CH3:2]. Procedure details: Following a procedure similar to that described in Preparation 1(ii), but using N-(2-isopropyl-6-chloromethylphenyl)-2-(9H-xanthen-9-yl)acetamide [prepared as described in Preparation 28(iv)] and ethylene glycol as starting materials, in relative amounts similar to those used in that Preparation, the title compound, melting at 153°-154° C. (after recrystallization from a mixture of diethyl ether and hexane), was obtained in a 52% yield. Reactants: C(#N)C1=CC=C(C=C1)O (4-cyanophenol), [H-].[Na+] (sodium hydride), CS(=O)(=O)OCC(F)(F)F (2,2,2-trifluoroethyl methane sulphonate). Run in ice water, Cl (hydrochloric acid), CN(C)P(=O)(N(C)C)N(C)C (HMPT). Run at time 15 minute. Yields the product FC(COC1=CC=C(C#N)C=C1)(F)F (4-(2,2,2-Trifluoro-ethoxy)-benzonitrile). Isolated yield 31.7%. Reaction SMILES: [C:1]([C:3]1[CH:8]=[CH:7][C:6]([OH:9])=[CH:5][CH:4]=1)#[N:2].[H-].[Na+].CS(O[CH2:17][C:18]([F:21])([F:20])[F:19])(=O)=O>CN(P(N(C)C)(N(C)C)=O)C.Cl>[F:19][C:18]([F:21])([F:20])[CH2:17][O:9][C:6]1[CH:7]=[CH:8][C:3]([C:1]#[N:2])=[CH:4][CH:5]=1 |f:1.2|. Reported procedure: To a solution 4-cyanophenol (5.0 grams, 42.0 mmole) in HMPT (40 ml) was added sodium hydride (1.68 grams, 42.0 mmole) and stirred for 15 minutes at room temperature. Via syringe 2,2,2-trifluoroethyl methane sulphonate (8.98 grams, 50.4 mmole) was added and the mixture was stirred at 140° C. over night. The mixture was cooled to room temperature, diluted with 300 ml ice water and 50 ml 2 N hydrochloric acid and extracted with diethyl ether. The combined extracts were washed with water, 1N sodium ... RXN SMILES: CON(C)[C:4]([C:6]1[C:15](=[O:16])[C:14]2[C:9](=[CH:10][CH:11]=[CH:12][CH:13]=2)[N:8]([CH2:17][C:18]2[CH:23]=[CH:22][CH:21]=[C:20]([Br:24])[N:19]=2)[CH:7]=1)=[O:5].[CH3:26][C:27]1[C:32]([CH3:33])=[CH:31][CH:30]=[CH:29][C:28]=1[Mg]Br>C1COCC1>[Br:24][C:20]1[N:19]=[C:18]([CH2:17][N:8]2[C:9]3[C:14](=[CH:13][CH:12]=[CH:11][CH:10]=3)[C:15](=[O:16])[C:6]([C:4](=[O:5])[C:28]3[CH:29]=[CH:30][CH:31]=[C:32]([CH3:33])[C:27]=3[CH3:26])=[CH:7]2)[CH:23]=[CH:22][CH:21]=1. Run in C1CCOC1 (THF). The product is BrC1=CC=CC(=N1)CN1C=C(C(C2=CC=CC=C12)=O)C(C1=C(C(=CC=C1)C)C)=O (1-(6-Bromo-pyridin-2-ylmethyl)-3-(2,3-dimethyl-benzoyl)-1H-quinolin-4-one). Reported procedure: Experimental conditions analogous to those described for Step 6 of Example 60 from 90 mg (0.22 mmol) of 1-(6-bromo-pyridin-2-ylmethyl)-4-oxo-1,4-dihydro-quinoline-3-carboxylic acid methoxy-methyl-amide in 1 mL THF and 0.98 mL 0.5M 2,3-dimethylphenylmagnesium bromide. Yield: 54 mg of a white solid. LC-MSD, m/z for C24H19BrN2O2 [M+H]+=447.0, 449.0; HPLC retention time: 2.6 min. Reactants: CON(C(=O)C1=CN(C2=CC=CC=C2C1=O)CC1=NC(=CC=C1)Br)C (1-(6-bromo-pyridin-2-ylmethyl)-4-oxo-1,4-dihydro-quinoline-3-carboxylic acid methoxy-methyl-amide), white solid, CC1=C(C=CC=C1C)[Mg]Br (2,3-dimethylphenylmagnesium bromide). Reactants: CCBr, CN1CCC(Cl)CC1, [Cl-], Cl, N#Cc1ccccc1F, [Mg], [NH4+], C1CCOC1. Product: CN1CCC(C(=O)c2ccccc2F)CC1, Cl. RXN SMILES: [CH2:2]([Br:3])[CH3:4].[CH3:5][N:6]1[CH2:7][CH2:8][CH:9]([Cl:12])[CH2:10][CH2:11]1.[Cl-:22].[ClH:24].[F:13][c:14]1[c:15]([C:16]#[N:17])[cH:18][cH:19][cH:20][cH:21]1.[Mg:1].[NH4+:23].[O:25]1[CH2:26][CH2:27][CH2:28][CH2:29]1>>[CH3:5][N:6]1[CH2:7][CH2:8][CH:9]([C:16]([c:15]2[c:14]([F:13])[cH:21][cH:20][cH:19][cH:18]2)=[O:25])[CH2:10][CH2:11]1.[ClH:12]. The reactants are COC1=C(C=CC=C1)[Li] (2-methoxyphenyllithium), C[Si](C)(C)Cl (Trimethylsilylchloride), C(C)(C)N(C(C=CC=1SC=CC1)=O)C(C)C (N,N-diisopropyl-3-(2-thienyl)propenamide). Run in CSC (dimethyl sulfide), C(C)OCC (diethyl ether), C(C)OCC (diethyl ether). Conditions: time 10 minute. Yields the product C(C)(C)N(C(CC(C=1SC=CC1)C1=C(C=CC=C1)OC)=O)C(C)C (N,N-Diisopropyl-3-(2-methoxyphenyl)-3-(2-thienyl)propanamide). Reaction SMILES: [CH3:1][O:2][C:3]1[CH:8]=[CH:7][CH:6]=[CH:5][C:4]=1[Li].C[Si](Cl)(C)C.[CH:15]([N:18]([CH:28]([CH3:30])[CH3:29])[C:19](=[O:27])[CH:20]=[CH:21][C:22]1[S:23][CH:24]=[CH:25][CH:26]=1)([CH3:17])[CH3:16]>CSC.C(OCC)C>[CH:28]([N:18]([CH:15]([CH3:17])[CH3:16])[C:19](=[O:27])[CH2:20][CH:21]([C:4]1[CH:5]=[CH:6][CH:7]=[CH:8][C:3]=1[O:2][CH3:1])[C:22]1[S:23][CH:24]=[CH:25][CH:26]=1)([CH3:30])[CH3:29]. Reported procedure: Copper(I)bromide dimethyl sulfide complex (4.63 g 22.5 mmol) was dissolved in dimethyl sulfide (18 mL), and diethyl ether (15 mL). The solution was cooled to 0° C., whereafter 2-methoxyphenyllithium (41.2) (45 mmol) was added. After 10 min., the temperature was lowered to −78° C. Trimethylsilylchloride (4.89 g, 45.0 mmol) was added, followed by N,N-diisopropyl-3-(2-thienyl)propenamide (41.1) (3.56 g, 15 mmol) in diethyl ether (20 mL). The temperature was allowed to slowly rise to room temperatur... Starting materials: SCCO (2-Mercaptoethanol), [H-].[Na+] (Sodium hydride), CN(C=NS(=O)(=O)C1=CC(=C(C=C1)F)F)C (N,N-Dimethyl-N'-(3,4-difluorobenzenesulfonyl)formamidine). Run in CN(C)C=O (DMF), petroleum ether. Conditions: temperature 80 celsius. The product is OCCSC1=C(C=C(C=C1)S(=O)(=O)N)F (4-(2-hydroxyethylthio)-3-fluorobenzenesulfonamide). RXN SMILES: [H-].[Na+].[SH:3][CH2:4][CH2:5][OH:6].CN(C)C=[N:10][S:11]([C:14]1[CH:19]=[CH:18][C:17](F)=[C:16]([F:21])[CH:15]=1)(=[O:13])=[O:12]>CN(C=O)C>[OH:6][CH2:5][CH2:4][S:3][C:17]1[CH:18]=[CH:19][C:14]([S:11]([NH2:10])(=[O:13])=[O:12])=[CH:15][C:16]=1[F:21] |f:0.1|. Procedure: Sodium hydride (1.11 g, 50% oil dispersion, 0.023 mol) was washed with petroleum ether then suspended in freshly degassed DMF (50 ml). 2-Mercaptoethanol (1.8 g, 0.023 mol) was added dropwise under nitrogen. When gas evolution ceased, N,N-Dimethyl-N'-(3,4-difluorobenzenesulfonyl)formamidine (5 g, 0.02 mol) was added and the mixture was heated in an oil bath about 2 hours (80° C.). DMF was removed in vacuo and the residue was treated with 100 ml of 10% NaOH. After an additional hour of stirring th... Reactants: CC(C)C1CN(Cc2ccccc2)CCN1, COCCOC, COC(=O)c1cccc2oc(Cl)nc12, [H-], [Na+]. The product is COC(=O)c1cccc2oc(N3CCN(Cc4ccccc4)CC3C(C)C)nc12. RXN SMILES: [CH2:1]([c:2]1[cH:3][cH:4][cH:5][cH:6][cH:7]1)[N:8]1[CH2:9][CH:10]([CH:14]([CH3:15])[CH3:16])[NH:11][CH2:12][CH2:13]1.[CH3:33][O:34][CH2:35][CH2:36][O:37][CH3:38].[Cl:19][c:20]1[o:21][c:22]2[c:23]([n:24]1)[c:25]([C:29](=[O:30])[O:31][CH3:32])[cH:26][cH:27][cH:28]2.[H-:18].[Na+:17]>>[CH2:1]([c:2]1[cH:3][cH:4][cH:5][cH:6][cH:7]1)[N:8]1[CH2:9][CH:10]([CH:14]([CH3:15])[CH3:16])[N:11]([c:20]2[o:21][c:22]3[c:23]([n:24]2)[c:25]([C:29](=[O:30])[O:31][CH3:32])[cH:26][cH:27][cH:28]3)[CH2:12][CH2:13]1. The reactants are O.O.O.[Ru](Cl)(Cl)Cl (ruthenium trichloride trihydrate), N1=C(C=CC=C1)C1=NC=CC=C1 (2,2' bipyridyl), [Cl-].[Li+] (lithium chloride), CC(=O)C (acetone). The solvent is CN(C=O)C (Dimethyl formamide). Reaction conditions: temperature 15 celsius, time 24 hour. Product: [Cl-].[Cl-].N1=C(C=CC=C1)C1=NC=CC=C1.N1=C(C=CC=C1)C1=NC=CC=C1.[Ru+2] (ruthenium bis bipyridyl dichloride). RXN SMILES: O.O.O.[Ru:4](Cl)(Cl)[Cl:5].[N:8]1[CH:13]=[CH:12][CH:11]=[CH:10][C:9]=1[C:14]1[CH:19]=[CH:18][CH:17]=[CH:16][N:15]=1.[Cl-:20].[Li+].CC(C)=O>CN(C)C=O>[Cl-:5].[Cl-:20].[N:8]1[CH:13]=[CH:12][CH:11]=[CH:10][C:9]=1[C:14]1[CH:19]=[CH:18][CH:17]=[CH:16][N:15]=1.[N:8]1[CH:13]=[CH:12][CH:11]=[CH:10][C:9]=1[C:14]1[CH:19]=[CH:18][CH:17]=[CH:16][N:15]=1.[Ru+2:4] |f:0.1.2.3,5.6,9.10.11.12.13|. Reported procedure: A mixture of ruthenium trichloride trihydrate (2.5 g), 2,2' bipyridyl (3.0 g) and lithium chloride (5.0 g) was placed in 50 ml of DMF under nitrogen. This mixtrue was stirred and refluxed for 7 hours. The resulting purple/black solution was allowed to cool slowly to about 15° C. with continued stirring. 250 ml of acetone was then added and the flask stoppered under nigrogen. This solution was left at 0° C. for 24 hours. A black microcrystalline solid was recovered by filtration which was washed ...